Dataset: the Open Reaction Database (ORD), a public repository of structured organic reaction records. Task: describe an organic reaction: reactants, conditions, products, and yield Reactants: FC(CC(C(=O)OCC)C)(F)F (ethyl 4,4,4-trifluoro-2-methylbutyrate), O.[OH-].[Li+] (lithium hydroxide monohydrate). Run in CO (methanol), O1CCCC1 (tetrahydrofuran), O (water). Reaction conditions: time 48 hour. Yields the product FC(CC(C(=O)O)C)(F)F (4,4,4-trifluoro-2-methylbutyric acid). The yield is 99.6%. Reaction SMILES: [F:1][C:2]([F:12])([F:11])[CH2:3][CH:4]([CH3:10])[C:5]([O:7]CC)=[O:6].O.[OH-].[Li+]>CO.O1CCCC1.O>[F:1][C:2]([F:12])([F:11])[CH2:3][CH:4]([CH3:10])[C:5]([OH:7])=[O:6] |f:1.2.3|. Procedure details: A solution of ethyl 4,4,4-trifluoro-2-methylbutyrate (7.7 g) in methanol (21 mL), tetrahydrofuran (21 mL) and water (8.4 mL) was treated with lithium hydroxide monohydrate (3.5 g). The mixture was stirred for 48 hours and the organic solvents evaporated. The resulting aqueous solution was diluted with water and acidified with 6N hydrochloric acid. The aqueous solution was exhaustively extracted with ethyl acetate. The combined organic extract was washed (water and brine), dried (MgSO4), filtered...